From a dataset of the Open Reaction Database (ORD), a public repository of structured organic reaction records. describe an organic reaction: reactants, conditions, products, and yield Reactants: S(=O)(=O)(C1=CC=C(C)C=C1)N[C@H](CCSC)C(=O)O (N-tosyl-D-methionine), C1(=CC=C(C=C1)S(=O)(=O)Cl)C (p-toluenesulfonyl chloride), Cl (HCl), CI (methyl iodide), N[C@H](CCSC)C(=O)O (D-methionine), Cl (HCl), N[C@H](CCSC)C(=O)O (D-methionine), S(=O)(=O)(C1=CC=C(C)C=C1)N[C@H](CCSC)C(=O)O (N-tosyl-D-methionine). The solvent is CC(=O)O (HOAc), [OH-].[Na+] (NaOH), [OH-].[Na+] (NaOH), [OH-].[Na+] (NaOH), C(=O)O (HCO2H), [OH-].[Na+] (NaOH). Reaction conditions: time 8 hour. Yields the product C(C1=CC=CC=C1)OC(=O)N1[C@H](CC1)CO ((R)-1-benzyloxycarbonyl-2-azetidinemethanol), α-(N-p-tosylamino)-γ-butyrolactone. RXN SMILES: [NH2:1][C@@H:2]([C:7]([OH:9])=O)[CH2:3][CH2:4]SC.[C:10]1([CH3:20])[CH:15]=[CH:14][C:13](S(Cl)(=O)=O)=[CH:12][CH:11]=1.Cl.S(N[C@@H]([C:38]([OH:40])=[O:39])CCSC)(C1C=CC(C)=CC=1)(=O)=O.CI>CC(O)=O.C(O)=O.[OH-].[Na+]>[CH2:20]([O:40][C:38]([N:1]1[CH2:4][CH2:3][C@@H:2]1[CH2:7][OH:9])=[O:39])[C:10]1[CH:15]=[CH:14][CH:13]=[CH:12][CH:11]=1 |f:7.8|. Procedure: The title compound was prepared from D-methionine following the procedure of Sugano and Miyoshi, Bull. Chem. Soc. Japan 1973, 46, 669. D-methionine (29.84 g, 200 mmol) was dissolved in H2 0 (100 mL) and 1 N NaOH (200 mL, 200 mmol) was added to give a homogeneous solution. With cooling as necessary to maintain a temperature of ~20° C., p-toluenesulfonyl chloride was added (53.4 g, 280 mmol). Additional 1 N NaOH was added in small portions over 2 hours as needed to maintain the pH ~9 (total ca. 28...